Dataset: the Open Reaction Database (ORD), a public repository of structured organic reaction records. Task: describe an organic reaction: reactants, conditions, products, and yield Reaction SMILES: [CH:1]1([NH:4][NH2:5])[CH2:3][CH2:2]1.CN(C)[CH:8]=[CH:9][C:10](=O)[C:11]([O:13][CH2:14][CH3:15])=[O:12]>>[CH:1]1([N:4]2[CH:8]=[CH:9][C:10]([C:11]([O:13][CH2:14][CH3:15])=[O:12])=[N:5]2)[CH2:3][CH2:2]1. Reported procedure: The title compound was prepared in analogy to the procedure described in Step 17.3 using cyclopropylhydrazine (Step 17.2) and ethyl 4-(dimethylamino)-2-oxobut-3-enoate at 125° C. for 8 hr. The crude product was purified by silica gel column chromatography (hexane/EtOAc 2.5-45%). tR: 3.45 min (HPLC 1); tR: 0.74 min (LC-MS 2); ESI-MS: 181 [M+H]+ (LC-MS 2); Rf=0.59 (hexane/EtOAc 1:1). Product: C1(CC1)N1N=C(C=C1)C(=O)OCC (ethyl 1-cyclopropyl-1H-pyrazole-3-carboxylate). The reactants are C1(CC1)NN (cyclopropylhydrazine), CN(C=CC(C(=O)OCC)=O)C (ethyl 4-(dimethylamino)-2-oxobut-3-enoate). Reactants: [Al+3], CCOC(=O)c1cn(CC)c2nc(C=O)c(OCC)cc2c1=O, [Cl-], [Cl-], [Cl-], ClCCl, O. Product: CCOC(=O)c1cn(CC)c2nc(C=O)c(O)cc2c1=O. Reaction SMILES: [Al+3:2].[CH2:5]([CH3:6])[O:7][c:8]1[cH:9][c:10]2[c:11](=[O:27])[c:12]([C:22](=[O:23])[O:24][CH2:25][CH3:26])[cH:13][n:14]([CH2:20][CH3:21])[c:15]2[n:16][c:17]1[CH:18]=[O:19].[Cl-:1].[Cl-:3].[Cl-:4].[Cl:29][CH2:30][Cl:31].[OH2:28]>>[OH:7][c:8]1[cH:9][c:10]2[c:11](=[O:27])[c:12]([C:22](=[O:23])[O:24][CH2:25][CH3:26])[cH:13][n:14]([CH2:20][CH3:21])[c:15]2[n:16][c:17]1[CH:18]=[O:19]. The reactants are OC=1C=CC2=C(C=C(CCS2(=O)=O)C(=O)OC)C1 (methyl 7-hydroxy-1,1-dioxo-2,3-dihydro-1-benzothiepine-4-carboxylate), ClC1=CC=C(CCl)C=C1 (4-chlorobenzyl chloride), C([O-])([O-])=O.[K+].[K+] (potassium carbonate), CN(C)C=O (DMF). The solvent is O (water). Run at temperature 50 celsius, time 3 hour. The product is ClC1=CC=C(COC=2C=CC3=C(C=C(CCS3(=O)=O)C(=O)OC)C2)C=C1 (methyl 7-[(4-chlorobenzyl)oxy]-1,1-dioxo-2,3-dihydro-1-benzothiepine-4-carboxylate). The yield is 61.9%. As a reaction SMILES: [OH:1][C:2]1[CH:3]=[CH:4][C:5]2[S:11](=[O:13])(=[O:12])[CH2:10][CH2:9][C:8]([C:14]([O:16][CH3:17])=[O:15])=[CH:7][C:6]=2[CH:18]=1.[Cl:19][C:20]1[CH:27]=[CH:26][C:23]([CH2:24]Cl)=[CH:22][CH:21]=1.C(=O)([O-])[O-].[K+].[K+].CN(C=O)C>O>[Cl:19][C:20]1[CH:27]=[CH:26][C:23]([CH2:24][O:1][C:2]2[CH:3]=[CH:4][C:5]3[S:11](=[O:13])(=[O:12])[CH2:10][CH2:9][C:8]([C:14]([O:16][CH3:17])=[O:15])=[CH:7][C:6]=3[CH:18]=2)=[CH:22][CH:21]=1 |f:2.3.4|. Reported procedure: A mixture of methyl 7-hydroxy-1,1-dioxo-2,3-dihydro-1-benzothiepine-4-carboxylate (300 mg), 4-chlorobenzyl chloride (210 mg), potassium carbonate (214 mg) and DMF (10 ml) was stirred at room temperature for 13 hours and at 50° C. for 3 hours. The reaction mixture was mixed with water and was then extracted with ethyl acetate. The organic layer was washed with an aqueous saturated solution of sodium chloride and was dried with magnesium sulfate. After concentration under reduced pressure, the res... Starting materials: CC1=NC=C(C=N1)CC=1C(N=C(NC1)SC)=O (5-(2-Methyl-pyrimidin-5-ylmethyl)-2-methylsulfanyl-1H-pyrimidin-4-one), ClC1=C(C=C(OC2=CC=C(C=C2)CCN)C=C1)C(F)(F)F (2-[4-(4-Chloro-3-trifluoromethyl-phenoxy)-phenyl]-ethylamine). Solvent: C(C)O (ethanol). The product is ClC1=C(C=C(OC2=CC=C(C=C2)CCNC=2NC=C(C(N2)=O)CC=2C=NC(=NC2)C)C=C1)C(F)(F)F (2-{2-[4-(4-Chloro-3-trifluoromethyl-phenoxy)-phenyl]-ethylamino}-5-(2-methyl-pyrimidin-5-ylmethyl)-1H-pyrimidin-4-one). The yield is 69.5%. RXN SMILES: [CH3:1][C:2]1[N:7]=[CH:6][C:5]([CH2:8][C:9]2[C:10](=[O:17])[N:11]=[C:12](SC)[NH:13][CH:14]=2)=[CH:4][N:3]=1.[Cl:18][C:19]1[CH:34]=[CH:33][C:22]([O:23][C:24]2[CH:29]=[CH:28][C:27]([CH2:30][CH2:31][NH2:32])=[CH:26][CH:25]=2)=[CH:21][C:20]=1[C:35]([F:38])([F:37])[F:36]>C(O)C>[Cl:18][C:19]1[CH:34]=[CH:33][C:22]([O:23][C:24]2[CH:29]=[CH:28][C:27]([CH2:30][CH2:31][NH:32][C:12]3[NH:13][CH:14]=[C:9]([CH2:8][C:5]4[CH:4]=[N:3][C:2]([CH3:1])=[N:7][CH:6]=4)[C:10](=[O:17])[N:11]=3)=[CH:26][CH:25]=2)=[CH:21][C:20]=1[C:35]([F:36])([F:37])[F:38]. Procedure: 5-(2-Methyl-pyrimidin-5-ylmethyl)-2-methylsulfanyl-1H-pyrimidin-4-one (30 mg, 248.31 gmol−1, 0.12 mmol, 1 eq) and 2-[4-(4-Chloro-3-trifluoromethyl-phenoxy)-phenyl]-ethylamine (57 mg, 315.73 gmol−1 0.18 mmol, 1.5 eq) were stirred in 300 μl of absolute ethanol at 125° C. for 50 hours. Solvent from the reaction mixture was evaporated and the resulting crude was purified by preparative HPLC-MS. The gathered fractions of appropriate composition were lyophilized and the resulting oily product was trit... Reactants: C=CCC(C#N)(CC(=O)NCc1ccc(F)cc1)c1ccccc1, CSC, ClCCl. The product is N#CC1(c2ccccc2)C=CN(Cc2ccc(F)cc2)C(=O)C1. RXN SMILES: [C:1](#[N:2])[C:3]([CH2:4][C:5](=[O:6])[NH:7][CH2:8][c:9]1[cH:10][cH:11][c:12]([F:15])[cH:13][cH:14]1)([CH2:16][CH:17]=[CH2:18])[c:19]1[cH:20][cH:21][cH:22][cH:23][cH:24]1.[CH3:25][S:26][CH3:27].[Cl:28][CH2:29][Cl:30]>>[C:1](#[N:2])[C:3]1([c:19]2[cH:20][cH:21][cH:22][cH:23][cH:24]2)[CH2:4][C:5](=[O:6])[N:7]([CH2:8][c:9]2[cH:10][cH:11][c:12]([F:15])[cH:13][cH:14]2)[CH:17]=[CH:16]1. Reactants: NC=1C=CC(=C(C1)C12N=C(SCC1CN(C2)C2=NC=C(C=N2)F)NC(C2=CC=CC=C2)=O)F (N-[7a-(5-Amino-2-fluoro-phenyl)-6-(5-fluoropyrimidin-2-yl)-4,4a,5,7-tetrahydropyrrolo[3,4-d][1,3]thiazin-2-yl]benzamide), [OH-].[Na+] (NaOH), FC=1C=CC(=NC1)C(=O)O (5-fluoropyridine-2-carboxylic acid), ON1N=NC2=C1C=CC=C2 (1-Hydroxybenzotriazole), Cl.CN(CCCN=C=NCC)C (1-(3-dimethylaminopropyl)-3-ethylcarbodiimide hydrochloride). The solvent is O (water), CN(C=O)C (dimethylformamide), ClCCl (dichloromethane). Reaction SMILES: [NH2:1][C:2]1[CH:3]=[CH:4][C:5]([F:33])=[C:6]([C:8]23[CH2:16][N:15]([C:17]4[N:22]=[CH:21][C:20]([F:23])=[CH:19][N:18]=4)[CH2:14][CH:13]2[CH2:12][S:11][C:10]([NH:24][C:25](=[O:32])[C:26]2[CH:31]=[CH:30][CH:29]=[CH:28][CH:27]=2)=[N:9]3)[CH:7]=1.[F:34][C:35]1[CH:36]=[CH:37][C:38]([C:41](O)=[O:42])=[N:39][CH:40]=1.ON1C2C=CC=CC=2N=N1.Cl.CN(C)CCCN=C=NCC.[OH-].[Na+]>ClCCl.CN(C)C=O.O>[C:25]([NH:24][C:10]1[S:11][CH2:12][CH:13]2[CH2:14][N:15]([C:17]3[N:22]=[CH:21][C:20]([F:23])=[CH:19][N:18]=3)[CH2:16][C:8]2([C:6]2[CH:7]=[C:2]([NH:1][C:41]([C:38]3[CH:37]=[CH:36][C:35]([F:34])=[CH:40][N:39]=3)=[O:42])[CH:3]=[CH:4][C:5]=2[F:33])[N:9]=1)(=[O:32])[C:26]1[CH:31]=[CH:30][CH:29]=[CH:28][CH:27]=1 |f:3.4,5.6|. Procedure details: N-[7a-(5-Amino-2-fluoro-phenyl)-6-(5-fluoropyrimidin-2-yl)-4,4a,5,7-tetrahydropyrrolo[3,4-d][1,3]thiazin-2-yl]benzamide (302 mg, 647 μmol) and 5-fluoropyridine-2-carboxylic acid (110 mg, 777 μmol) are combined in dichloromethane (3 mL) and dimethylformamide (0.5 mL). 1-Hydroxybenzotriazole (116 mg, 842 μmol) and then 1-(3-dimethylaminopropyl)-3-ethylcarbodiimide hydrochloride (164 mg, 842 μmol) are added and the mixture is stirred overnight at room temperature under nitrogen. The reaction mixtur... Conditions: time 8 hour. Product: C(C1=CC=CC=C1)(=O)NC=1SCC2C(N1)(CN(C2)C2=NC=C(C=N2)F)C=2C=C(C=CC2F)NC(=O)C2=NC=C(C=C2)F (N-[3-[2-Benzamido-6-(5-fluoropyrimidin-2-yl)-4,4a,5,7-tetrahydropyrrolo[3,4-d][1,3]thiazin-7a-yl]-4-fluoro-phenyl]-5-fluoro-pyridine-2-carboxamide). Reactants: BrC=1C=CC(=C(C1)[C@@]12N=C(SC[C@@H]1COC2)NC(C2=CC=CC=C2)=O)F (N-((4aS,7aS)-7a-(5-bromo-2-fluorophenyl)-4a,5,7,7a-tetrahydro-4H-furo[3,4-d][1,3]thiazin-2-yl)benzamide), FC(C(=O)N)(F)F (trifluoroacetamide), [I-].[Na+] (sodium iodide), C([O-])([O-])=O.[K+].[K+] (potassium carbonate), [C@@H]1([C@@H](CCCC1)N)N (trans (+/−) 1,2-cyclohexanediamine). Reagents/catalysts: [Cu]I (copper(I) iodide). Solvent: O (water), CO (methanol). Conditions: temperature 22 celsius, time 19 hour. The product is NC=1C=CC(=C(C1)[C@@]12N=C(SC[C@@H]1COC2)NC(C2=CC=CC=C2)=O)F (N-((4aS,7aS)-7a-(5-Amino-2-fluorophenyl)-4a,5,7,7a-tetrahydro-4H-furo[3,4-d][1,3]thiazin-2-yl)benzamide). The yield is 49.9%. As a reaction SMILES: Br[C:2]1[CH:3]=[CH:4][C:5]([F:26])=[C:6]([C@:8]23[CH2:16][O:15][CH2:14][C@H:13]2[CH2:12][S:11][C:10]([NH:17][C:18](=[O:25])[C:19]2[CH:24]=[CH:23][CH:22]=[CH:21][CH:20]=2)=[N:9]3)[CH:7]=1.FC(F)(F)C([NH2:31])=O.[I-].[Na+].C(=O)([O-])[O-].[K+].[K+].[C@@H]1(N)CCCC[C@H]1N>[Cu]I.O.CO>[NH2:31][C:2]1[CH:3]=[CH:4][C:5]([F:26])=[C:6]([C@:8]23[CH2:16][O:15][CH2:14][C@H:13]2[CH2:12][S:11][C:10]([NH:17][C:18](=[O:25])[C:19]2[CH:24]=[CH:23][CH:22]=[CH:21][CH:20]=2)=[N:9]3)[CH:7]=1 |f:2.3,4.5.6|. Procedure details: To a 2 L round bottom flask is added N-((4aS,7aS)-7a-(5-bromo-2-fluorophenyl)-4a,5,7,7a-tetrahydro-4H-furo[3,4-d][1,3]thiazin-2-yl)benzamide (35.0 g, 80.4 mmol), trifluoroacetamide (16.2 g, 143 mmol), copper(I) iodide (2.66 g, 13.7 mmol), sodium iodide (21.3 g, 141 mmol) and potassium carbonate (21.5 g, 153 mmol). The flask is capped with a septum, vacuum and back filled with nitrogen. 1,4-dioxane (731 mL) (previously degassed with vacuum-nitrogen) is added via cannula, and N,N′-dimethyl-, trans...